From a dataset of the Open Reaction Database (ORD), a public repository of structured organic reaction records. describe an organic reaction: reactants, conditions, products, and yield Reactants: Nc1ccc(Br)c(Cl)c1, O=C([O-])[O-], COCCOC, CCOC(C)=O, CC1(C)OB(C2=CCC3(CC2)OCCO3)OC1(C)C, [K+], [K+], [Pd], c1ccc(P(c2ccccc2)c2ccccc2)cc1, c1ccc(P(c2ccccc2)c2ccccc2)cc1, c1ccc(P(c2ccccc2)c2ccccc2)cc1, c1ccc(P(c2ccccc2)c2ccccc2)cc1. The product is Nc1ccc(C2=CCC3(CC2)OCCO3)c(Cl)c1. RXN SMILES: [Br:26][c:27]1[c:28]([Cl:34])[cH:29][c:30]([NH2:31])[cH:32][cH:33]1.[C:1](=[O:2])([O-:3])[O-:4].[CH2:41]([CH2:42][O:43][CH3:44])[O:45][CH3:46].[CH3:35][CH2:36][O:37][C:38](=[O:39])[CH3:40].[CH3:7][C:8]1([CH3:9])[C:10]([CH3:11])([CH3:12])[O:13][B:14]([C:15]2=[CH:16][CH2:17][C:18]3([O:19][CH2:20][CH2:21][O:22]3)[CH2:23][CH2:24]2)[O:25]1.[K+:5].[K+:6].[Pd:47].[c:105]1([P:106]([c:107]2[cH:108][cH:109][cH:110][cH:111][cH:112]2)[c:113]2[cH:114][cH:115][cH:116][cH:117][cH:118]2)[cH:119][cH:120][cH:121][cH:122][cH:123]1.[c:48]1([P:49]([c:50]2[cH:51][cH:52][cH:53][cH:54][cH:55]2)[c:56]2[cH:57][cH:58][cH:59][cH:60][cH:61]2)[cH:62][cH:63][cH:64][cH:65][cH:66]1.[c:67]1([P:68]([c:69]2[cH:70][cH:71][cH:72][cH:73][cH:74]2)[c:75]2[cH:76][cH:77][cH:78][cH:79][cH:80]2)[cH:81][cH:82][cH:83][cH:84][cH:85]1.[c:86]1([P:87]([c:88]2[cH:89][cH:90][cH:91][cH:92][cH:93]2)[c:94]2[cH:95][cH:96][cH:97][cH:98][cH:99]2)[cH:100][cH:101][cH:102][cH:103][cH:104]1>>[C:15]1([c:27]2[c:28]([Cl:34])[cH:29][c:30]([NH2:31])[cH:32][cH:33]2)=[CH:16][CH2:17][C:18]2([O:19][CH2:20][CH2:21][O:22]2)[CH2:23][CH2:24]1. RXN SMILES: O.[OH-].[Na+].[Cl:4][C:5]1[CH:18]=[CH:17][C:8]([O:9][CH2:10][C:11](=[O:16])[C:12]([CH3:15])([CH3:14])[CH3:13])=[CH:7][CH:6]=1.[N:19]1[CH:24]=[CH:23][CH:22]=[C:21]([CH:25]=O)[CH:20]=1>CO>[Cl:4][C:5]1[CH:18]=[CH:17][C:8]([O:9][C:10]([C:11](=[O:16])[C:12]([CH3:14])([CH3:15])[CH3:13])=[CH:25][C:21]2[CH:20]=[N:19][CH:24]=[CH:23][CH:22]=2)=[CH:7][CH:6]=1 |f:1.2|. Procedure: 100 ml of water, followed by 28 ml of 10% strength aqueous sodium hydroxide solution, were added to a stirred solution of 22.6 g (0.1 mol) of 1-(4-chlorophenoxy)-3,3-dimethyl-butan-2-one and 21.4 g (0.2 mol) of 3-pyridinealdehyde in 500 ml of methanol. The solution was subsequently stirred at room temperature for 4 days, the methanol was removed in vacuo and the aqueous residue was taken up in ether. The aqueous phase was separated off, the organic phase was extracted three times with 1 N hydroc... Yield: 72.2%. Product: ClC1=CC=C(OC(=CC=2C=NC=CC2)C(C(C)(C)C)=O)C=C1 (2-(4-chlorophenoxy)-4,4-dimethyl-1-pyridin-3-yl-1-penten-3-one). Starting materials: O (water), [OH-].[Na+] (sodium hydroxide), ClC1=CC=C(OCC(C(C)(C)C)=O)C=C1 (1-(4-chlorophenoxy)-3,3-dimethyl-butan-2-one), N1=CC(=CC=C1)C=O (3-pyridinealdehyde). Run in CO (methanol). Run at time 4 day. Starting materials: C(C)OCCN1C(=NC2=C1C=CC=C2)CN2CCNCCC2 (1-(2-ethoxyethyl)-2-(homopiperazin-1-yl-methyl)benzimidazole), ClCCCCN1C=CC=C1 (1-(4-chlorobutyl)pyrrole), C([O-])([O-])=O.[K+].[K+] (potassium carbonate), [I-].[Na+] (sodium iodide). Solvent: C(C)C(=O)C (methyl ethyl ketone). The product is C(C)OCCN1C(=NC2=C1C=CC=C2)CN2CCN(CCC2)CCCCN2C=CC=C2 (1-(2-ethoxyethyl)-2 {4-[4-(pyrrol-1-yl)butyl]homopiperazin-1-yl-methyl}benzimidazole). Reaction SMILES: [CH2:1]([O:3][CH2:4][CH2:5][N:6]1[C:10]2[CH:11]=[CH:12][CH:13]=[CH:14][C:9]=2[N:8]=[C:7]1[CH2:15][N:16]1[CH2:22][CH2:21][CH2:20][NH:19][CH2:18][CH2:17]1)[CH3:2].Cl[CH2:24][CH2:25][CH2:26][CH2:27][N:28]1[CH:32]=[CH:31][CH:30]=[CH:29]1.C(=O)([O-])[O-].[K+].[K+].[I-].[Na+]>C(C(C)=O)C>[CH2:1]([O:3][CH2:4][CH2:5][N:6]1[C:10]2[CH:11]=[CH:12][CH:13]=[CH:14][C:9]=2[N:8]=[C:7]1[CH2:15][N:16]1[CH2:22][CH2:21][CH2:20][N:19]([CH2:24][CH2:25][CH2:26][CH2:27][N:28]2[CH:32]=[CH:31][CH:30]=[CH:29]2)[CH2:18][CH2:17]1)[CH3:2] |f:2.3.4,5.6|. Reported procedure: A mixture of 2.42 g (8 mmol) of 1-(2-ethoxyethyl)-2-(homopiperazin-1-yl-methyl)benzimidazole, 1.39 g (8.8 mmol) of 1-(4-chlorobutyl)pyrrole, 1.65 g (12 mmol) of potassium carbonate and 1.65 g (11 mmol) of sodium iodide in 40 ml of methyl ethyl ketone is refluxed for 16 hours. The mixture is cooled, filtered and the filtrate evaporated to dryness. The residue is taken up in chloroform and washed with water, dried, filtered and evaporated under vacuum. The resulting product is purified on a silica... The reactants are C1CCOC1, COC(=O)c1cc(C)c(-c2ccnn2C)s1, Cl, [Na+], [OH-]. Product: Cc1cc(C(=O)O)sc1-c1ccnn1C. RXN SMILES: [CH2:20]1[O:21][CH2:22][CH2:23][CH2:24]1.[CH3:1][c:2]1[cH:3][c:4]([C:13](=[O:14])[O:15][CH3:16])[s:5][c:6]1-[c:7]1[cH:8][cH:9][n:10][n:11]1[CH3:12].[ClH:19].[Na+:18].[OH-:17]>>[CH3:1][c:2]1[cH:3][c:4]([C:13](=[O:14])[OH:15])[s:5][c:6]1-[c:7]1[cH:8][cH:9][n:10][n:11]1[CH3:12]. The reactants are BrC=1C=CC(=C(C1)O)OC (5-bromo-2-methoxyphenol), C([O-])([O-])=O.[K+].[K+] (potassium carbonate), C(C)(C)I (isopropyliodide). Solvent: CN(C)C=O (DMF), C(C)(=O)OCC (ethyl acetate). Run at temperature 20 celsius, time 3 hour. The product is BrC1=CC(=C(C=C1)OC)OC(C)C (4-Bromo-2-isopropoxy-1-methoxybenzene). Isolated yield 81.0%. Reaction SMILES: [Br:1][C:2]1[CH:3]=[CH:4][C:5]([O:9][CH3:10])=[C:6]([OH:8])[CH:7]=1.C(=O)([O-])[O-].[K+].[K+].[CH:17](I)([CH3:19])[CH3:18]>CN(C=O)C.C(OCC)(=O)C>[Br:1][C:2]1[CH:3]=[CH:4][C:5]([O:9][CH3:10])=[C:6]([O:8][CH:17]([CH3:19])[CH3:18])[CH:7]=1 |f:1.2.3|. Procedure details: To a solution of 5-bromo-2-methoxyphenol (0.200 g, 1 mmol) in DMF (4 mL) was added potassium carbonate (0.209 g, 1.5 mmol) and isopropyliodide (120 μL, 1.2 mmol), the reaction mixture was stirred at room temperature (20° C.) for 3 h. After this time the crude reaction mixture was diluted with ethyl acetate (100 mL) and washed with water (2×100 mL). The organic layer was dried over magnesium sulfate, filtered and concentrated in vacuo to afford a yellow oil (200 mg, 0.81 mmol, 82%). No further pu... The reactants are C(Cl)(Cl)Cl (chloroform), NC1CCC2=C(C=C(C(=C12)O)C)C (1-amino-4,6-dimethyl-7-hydroxyindane), CS(=O)(=O)Cl (methanesulfonyl chloride). Run in C(C)N(CC)CC (triethylamine). Run at time 4 hour. Product: CS(=O)(=O)NC1CCC2=C(C=C(C(=C12)O)C)C (1-methanesulfonylamino-4,6-dimethyl-7-hydroxyindane). Isolated yield 22.7%. As a reaction SMILES: C(Cl)(Cl)Cl.[NH2:5][CH:6]1[C:14]2[C:9](=[C:10]([CH3:17])[CH:11]=[C:12]([CH3:16])[C:13]=2[OH:15])[CH2:8][CH2:7]1.[CH3:18][S:19](Cl)(=[O:21])=[O:20]>C(N(CC)CC)C>[CH3:18][S:19]([NH:5][CH:6]1[C:14]2[C:9](=[C:10]([CH3:17])[CH:11]=[C:12]([CH3:16])[C:13]=2[OH:15])[CH2:8][CH2:7]1)(=[O:21])=[O:20]. Procedure: Into 100 ml of a chloroform solution containing 1.77 g of 1-amino-4,6-dimethyl-7-hydroxyindane and 2 ml of triethylamine was added dropwise 1.72 g of methanesulfonyl chloride at a room temperature, the mixture was stirred at the same temperature for 4 hours. The reaction mixture was washed with a diluted hydrochloric acid, water, a saturated sodium bicarbonate aqueous solution, water and a saturated sodium chloride aqueous solution, in this order, then dried with anhydrous sodium sulfate. The so... Reactants: BrC1=CC=C2C=C(C(=C(C2=C1)C1=CC=C(C=C1)Cl)C(C(=O)OCC)OC(C)(C)C)C (ethyl 2-(7-bromo-1-(4-chlorophenyl)-3-methylnaphthalen-2-yl)-2-tert-butoxyacetate), C(#C)C1(CCN(CC1)C)O (4-ethynyl-1-methylpiperidin-4-ol). The product is C(C)(C)(C)OC(C(=O)O)C1=C(C2=CC(=CC=C2C=C1C)C#CC1(CCN(CC1)C)O)C1=CC=C(C=C1)Cl (2-tert-butoxy-2-(1-(4-chlorophenyl)-7-((4-hydroxy-1-methylpiperidin-4-yl)ethynyl)-3-methylnaphthalen-2-yl)acetic acid). Reaction SMILES: Br[C:2]1[CH:11]=[C:10]2[C:5]([CH:6]=[C:7]([CH3:30])[C:8]([CH:19]([O:25][C:26]([CH3:29])([CH3:28])[CH3:27])[C:20]([O:22]CC)=[O:21])=[C:9]2[C:12]2[CH:17]=[CH:16][C:15]([Cl:18])=[CH:14][CH:13]=2)=[CH:4][CH:3]=1.[C:31]([C:33]1([OH:40])[CH2:38][CH2:37][N:36]([CH3:39])[CH2:35][CH2:34]1)#[CH:32]>>[C:26]([O:25][CH:19]([C:8]1[C:7]([CH3:30])=[CH:6][C:5]2[C:10](=[CH:11][C:2]([C:32]#[C:31][C:33]3([OH:40])[CH2:38][CH2:37][N:36]([CH3:39])[CH2:35][CH2:34]3)=[CH:3][CH:4]=2)[C:9]=1[C:12]1[CH:13]=[CH:14][C:15]([Cl:18])=[CH:16][CH:17]=1)[C:20]([OH:22])=[O:21])([CH3:27])([CH3:29])[CH3:28]. Procedure details: 2-tert-Butoxy-2-(1-(4-chlorophenyl)-7-((4-hydroxy-1-methylpiperidin-4-yl)ethynyl)-3-methylnaphthalen-2-yl)acetic acid (79) was prepared by the method of Example 68 from ethyl 2-(7-bromo-1-(4-chlorophenyl)-3-methylnaphthalen-2-yl)-2-tert-butoxyacetate using 4-ethynyl-1-methylpiperidin-4-ol. 1H-NMR: 400 MHz, (CD3OD) δ: 7.77 (d, J=9 Hz, 1H), 7.70 (br s, 1H), 7.58 (m, 3H), 7.41 (d, J=8 Hz, 1H), 7.30 (m, 2H), 5.16 (s, 1H), 3.35 (m, 4H), 2.89 (s, 3H), 2.60 (s, 3H), 2.15 (m, 4H), 0.98 (s, 9H). LCMS-ESI...